From a dataset of the Open Reaction Database (ORD), a public repository of structured organic reaction records. describe an organic reaction: reactants, conditions, products, and yield Reactants: Br, CC(=O)O, CCOC(C)=O, CC(=O)O, CC(NC(=O)c1cc(Cl)ccc1NC(=O)C1CC(c2cccc(S(=O)(=O)[O-])c2[N+](=O)[O-])=NN1c1ncccc1Cl)C1CC1, [Na+], [OH-], O. The product is CC(NC(=O)c1cc(Cl)ccc1NC(=O)C1CC(Br)=NN1c1ncccc1Cl)C1CC1. Reaction SMILES: [BrH:48].[C:44]([OH:45])(=[O:46])[CH3:47].[CH3:49][CH2:50][O:51][C:52](=[O:53])[CH3:54].[CH3:57][C:58](=[O:59])[OH:60].[Cl:1][c:2]1[cH:3][c:4]([C:36]([NH:37][CH:38]([CH3:39])[CH:40]2[CH2:41][CH2:42]2)=[O:43])[c:5]([NH:8][C:9](=[O:10])[CH:11]2[CH2:12][C:13]([c:23]3[c:24]([N+:25]([O-:26])=[O:27])[c:28]([S:29]([O-:30])(=[O:31])=[O:32])[cH:33][cH:34][cH:35]3)=[N:14][N:15]2[c:16]2[n:17][cH:18][cH:19][cH:20][c:21]2[Cl:22])[cH:6][cH:7]1.[Na+:56].[OH-:55].[OH2:61]>>[Cl:1][c:2]1[cH:3][c:4]([C:36]([NH:37][CH:38]([CH3:39])[CH:40]2[CH2:41][CH2:42]2)=[O:43])[c:5]([NH:8][C:9](=[O:10])[CH:11]2[CH2:12][C:13]([Br:48])=[N:14][N:15]2[c:16]2[n:17][cH:18][cH:19][cH:20][c:21]2[Cl:22])[cH:6][cH:7]1. Starting materials: [H][H] (hydrogen), [H-].[Na+] (sodium hydride), O=C1NC2=C(N1C(=O)O)C=CC=C2 (2,3-dihydro-2-oxo-1H-benzimidazole-1-carboxylic acid), endo-8-methyl-8azabicyclo[3.2.1]oct-3-yl ester, CN(C)C=O (DMF), CI (methyl iodide). Run at time 2 hour. Yields the product CN1C(N(C2=C1C=CC=C2)C(=O)N)=O (3-methyl-2,3-dihydro-2-oxo-1H-benzimidazole-1-carboxamide). RXN SMILES: [H-].[Na+].[O:3]=[C:4]1[N:8](C(O)=O)[C:7]2[CH:12]=[CH:13][CH:14]=C[C:6]=2[NH:5]1.[H][H].CI.[CH3:20][N:21]([CH:23]=[O:24])[CH3:22]>>[CH3:20][N:21]1[C:22]2[CH:14]=[CH:13][CH:12]=[CH:7][C:6]=2[N:5]([C:4]([NH2:8])=[O:3])[C:23]1=[O:24] |f:0.1|. Procedure details: 80% sodium hydride (0.04 g) was added portionwise to a solution of 2,3-dihydro-2-oxo-1H-benzimidazole-1-carboxylic acid (endo-8-methyl-8azabicyclo[3.2.1]oct-3-yl ester (0.4 g) in dry DMF (10 ml). After hydrogen evolution had subsided methyl iodide (0.082 ml) was added and the reaction mixture was stirred at room temperature for 2 hrs. The solvent was removed under vacuum and the residue was taken up in methylene chloride and washed with water. The organic phase was dried over MgSO4 and concentra... The reactants are ClC1=CC=C2C(=CC=NC2=C1)NC1=CC=C(C(=O)N2CCNCC2)C=C1 (4-[4-[[7-(chloro)-4-quinolinyl]amino]benzoyl]piperazine), C(C)C1=CC=C(C=C1)N=C=O (p-ethylphenyl isocyanate). Yields the product C(C)C1=CC=C(C=C1)NC(=O)N1CCN(CC1)C(C1=CC=C(C=C1)NC1=CC=NC2=CC(=CC=C12)Cl)=O (1-[[(4-ethylphenyl)amino]carbonyl]-4-[4-[[(7-chloro)-4-quinolinyl]amino]benzoyl]piperazine). As a reaction SMILES: [Cl:1][C:2]1[CH:11]=[C:10]2[C:5]([C:6]([NH:12][C:13]3[CH:26]=[CH:25][C:16]([C:17]([N:19]4[CH2:24][CH2:23][NH:22][CH2:21][CH2:20]4)=[O:18])=[CH:15][CH:14]=3)=[CH:7][CH:8]=[N:9]2)=[CH:4][CH:3]=1.[CH2:27]([C:29]1[CH:34]=[CH:33][C:32]([N:35]=[C:36]=[O:37])=[CH:31][CH:30]=1)[CH3:28]>>[CH2:27]([C:29]1[CH:34]=[CH:33][C:32]([NH:35][C:36]([N:22]2[CH2:21][CH2:20][N:19]([C:17](=[O:18])[C:16]3[CH:25]=[CH:26][C:13]([NH:12][C:6]4[C:5]5[C:10](=[CH:11][C:2]([Cl:1])=[CH:3][CH:4]=5)[N:9]=[CH:8][CH:7]=4)=[CH:14][CH:15]=3)[CH2:24][CH2:23]2)=[O:37])=[CH:31][CH:30]=1)[CH3:28]. Procedure: In the manner given in Example 23, 4-[4-[[7-(chloro)-4-quinolinyl]amino]benzoyl]piperazine is reacted with p-ethylphenyl isocyanate to give 1-[[(4-ethylphenyl)amino]carbonyl]-4-[4-[[(7-chloro)-4-quinolinyl]amino]benzoyl]piperazine.